Dataset: the Open Reaction Database (ORD), a public repository of structured organic reaction records. Task: describe an organic reaction: reactants, conditions, products, and yield Reactants: CN[C@@H]1[C@H]([C@]2(C[C@H](CO2)C2=C(C=CC(=C2)N2C(=NC=C2)C(F)(F)F)OC)CC1)C1=CC=C(C=C1)F (N-methyl((3S,5R,6R,7S)-6-(4-fluorophenyl)-3-(2-methoxy-5-(2-(trifluoromethyl)imidazol-1-yl)phenyl)-1-oxaspiro[4.4]non-7-yl)amine), Cl (HCl). Run in CO (methanol), C(C)OCC (ethyl ether). Yields the product Cl.CN[C@@H]1[C@H]([C@]2(C[C@H](CO2)C2=C(C=CC(=C2)N2C(=NC=C2)C(F)(F)F)OC)CC1)C1=CC=C(C=C1)F (N-Methyl((3S,5R,6R,7S)-6-(4-fluorophenyl)-3-(2-methoxy-5-(2-(trifluoromethyl)imidazol-1-yl)phenyl)-1-oxaspiro[4.4]non-7-yl)amine hydrochloride). RXN SMILES: [CH3:1][NH:2][C@H:3]1[CH2:28][CH2:27][C@:5]2([O:9][CH2:8][C@H:7]([C:10]3[CH:15]=[C:14]([N:16]4[CH:20]=[CH:19][N:18]=[C:17]4[C:21]([F:24])([F:23])[F:22])[CH:13]=[CH:12][C:11]=3[O:25][CH3:26])[CH2:6]2)[C@@H:4]1[C:29]1[CH:34]=[CH:33][C:32]([F:35])=[CH:31][CH:30]=1.[ClH:36]>CO.C(OCC)C>[ClH:36].[CH3:1][NH:2][C@H:3]1[CH2:28][CH2:27][C@:5]2([O:9][CH2:8][C@H:7]([C:10]3[CH:15]=[C:14]([N:16]4[CH:20]=[CH:19][N:18]=[C:17]4[C:21]([F:23])([F:24])[F:22])[CH:13]=[CH:12][C:11]=3[O:25][CH3:26])[CH2:6]2)[C@@H:4]1[C:29]1[CH:34]=[CH:33][C:32]([F:35])=[CH:31][CH:30]=1 |f:4.5|. Procedure: A solution of the free amine dissolved in methanol was treated with 1.0M HCl in ethyl ether. Removal of the solvent under under reduced pressure yielded the title compound. 1NMR (400 MHz, CD3OD): δ7.45 (dd, 2H, J=9, 6 Hz ), 7.29 (d, 1H, J=1 Hz ), 7.21 (d, 1H, J=1 Hz ), 7.19 (dd, 1H, J=9, 2 Hz ), 7.02 (t, 2H, J=9 Hz ), 7.00 (d, 1H, J=9 Hz ), 6.58 (d, 1H, J=2 Hz ), 4.10-4.02 (m, 2H), 3.85-3.75 (m, 1H), 3.79 (s, 3H), 3.13 (d, 1H, J=10 Hz ), 3.06 (t, 1H, J=9 Hz ), 2.54 (s, 3H), 2.54-2.43 (m, 1H), 2.... Starting materials: COC(CNCC1=CC(=CC=C1)C=1C=NC=C(C1)C1=C2C(=NC(=C1)C1=NC(=CC=C1)C)NC=C2)=O ((3-{5-[6-(6-methyl-pyridin-2-yl)-1H-pyrrolo[2,3-b]pyridin-4-yl]-pyridin-3-yl}-benzylamino)-acetic acid methyl ester), [H-].[H-].[H-].[H-].[Li+].[Al+3] (LAH), [O-]S(=O)(=O)[O-].[Na+].[Na+] (Na2SO4). Run in C1CCOC1 (THF). Run at time 1 hour. Yields the product CC1=CC=CC(=N1)C1=CC(=C2C(=N1)NC=C2)C=2C=C(C=NC2)C=2C=C(CNCCO)C=CC2 (2-(3-{5-[6-(6-Methyl-pyridin-2-yl)-1H-pyrrolo[2,3-b]pyridin-4-yl]-pyridin-3-yl}-benzylamino)-ethanol). As a reaction SMILES: C[O:2][C:3](=O)[CH2:4][NH:5][CH2:6][C:7]1[CH:12]=[CH:11][CH:10]=[C:9]([C:13]2[CH:14]=[N:15][CH:16]=[C:17]([C:19]3[CH:24]=[C:23]([C:25]4[CH:30]=[CH:29][CH:28]=[C:27]([CH3:31])[N:26]=4)[N:22]=[C:21]4[NH:32][CH:33]=[CH:34][C:20]=34)[CH:18]=2)[CH:8]=1.[H-].[H-].[H-].[H-].[Li+].[Al+3].[O-]S([O-])(=O)=O.[Na+].[Na+]>C1COCC1>[CH3:31][C:27]1[N:26]=[C:25]([C:23]2[N:22]=[C:21]3[NH:32][CH:33]=[CH:34][C:20]3=[C:19]([C:17]3[CH:18]=[C:13]([C:9]4[CH:8]=[C:7]([CH:12]=[CH:11][CH:10]=4)[CH2:6][NH:5][CH2:4][CH2:3][OH:2])[CH:14]=[N:15][CH:16]=3)[CH:24]=2)[CH:30]=[CH:29][CH:28]=1 |f:1.2.3.4.5.6,7.8.9|. Reported procedure: To a solution of (3-{5-[6-(6-methyl-pyridin-2-yl)-1H-pyrrolo[2,3-b]pyridin-4-yl]-pyridin-3-yl}-benzylamino)-acetic acid methyl ester (Example 131) (1 eq, 0.216 mmol, 100 mg) in THF (2.5 ml) at 0° C. is added LAH (1M in THF, 0.8 eq, 0.173 mmol, 0.173 ml). The resulting suspension is allowed to warm to r.t. and then stirred for 1 h at this temperature. After cooling to 0° C. sat. aqueous Na2SO4 solution is added, and the mixture is stirred for additional 30 min. The suspension is filtered and conc... Starting materials: BrC=1C=C2C(=CC1)OC=1C=NC(=CC1C21COC(C(=N1)N)C1CCCCC1)Cl (7-bromo-3-chloro-6′-cyclohexyl-2′,6′-dihydrospiro[chromeno[2,3-c]pyridine-5,3′-[1,4]oxazin]-5′-amine), C([O-])([O-])=O.[Na+].[Na+] (sodium carbonate), O1CCOCC1 (dioxane), FC1=NC=CC=C1B(O)O ((2-fluoropyridin-3-yl)boronic acid). The reagents and catalysts are C=1C=CC(=CC1)[P](C=2C=CC=CC2)(C=3C=CC=CC3)[Pd]([P](C=4C=CC=CC4)(C=5C=CC=CC5)C=6C=CC=CC6)([P](C=7C=CC=CC7)(C=8C=CC=CC8)C=9C=CC=CC9)[P](C=1C=CC=CC1)(C=1C=CC=CC1)C=1C=CC=CC1 (Pd(PPh3)4). The solvent is O (water). Reaction conditions: temperature 120 celsius. Yields the product ClC1=CC2=C(C=N1)OC1=CC=C(C=C1C21COC(C(=N1)N)C1CCCCC1)C=1C(=NC=CC1)F (racemic (3′S,6′S)-3-chloro-6′-cyclohexyl-7-(2-fluoropyridin-3-yl)-2′,6′-dihydrospiro[chromeno[2,3-c]pyridine-5,3′-[1,4]oxazin]-5′-amine). Reaction SMILES: Br[C:2]1[CH:3]=[C:4]2[C:15]3([N:20]=[C:19]([NH2:21])[CH:18]([CH:22]4[CH2:27][CH2:26][CH2:25][CH2:24][CH2:23]4)[O:17][CH2:16]3)[C:14]3[CH:13]=[C:12]([Cl:28])[N:11]=[CH:10][C:9]=3[O:8][C:5]2=[CH:6][CH:7]=1.C(=O)([O-])[O-].[Na+].[Na+].O1CCOCC1.[F:41][C:42]1[C:47](B(O)O)=[CH:46][CH:45]=[CH:44][N:43]=1>C1C=CC([P]([Pd]([P](C2C=CC=CC=2)(C2C=CC=CC=2)C2C=CC=CC=2)([P](C2C=CC=CC=2)(C2C=CC=CC=2)C2C=CC=CC=2)[P](C2C=CC=CC=2)(C2C=CC=CC=2)C2C=CC=CC=2)(C2C=CC=CC=2)C2C=CC=CC=2)=CC=1.O>[Cl:28][C:12]1[N:11]=[CH:10][C:9]2[O:8][C:5]3[C:4]([C:15]4([N:20]=[C:19]([NH2:21])[CH:18]([CH:22]5[CH2:27][CH2:26][CH2:25][CH2:24][CH2:23]5)[O:17][CH2:16]4)[C:14]=2[CH:13]=1)=[CH:3][C:2]([C:47]1[C:42]([F:41])=[N:43][CH:44]=[CH:45][CH:46]=1)=[CH:7][CH:6]=3 |f:1.2.3,^1:54,56,75,94|. Procedure: Steps 1 and 2: Synthesis of (E)-(2-nitrovinyl)cyclohexane Step 1: 10 M aqueous NaOH (8.31 mL, 83 mmol) was added dropwise via addition funnel to a solution of nitromethane (4.46 mL, 83 mmol) and cyclohexanecarboxaldehyde (10 mL, 83 mmol) in EtOH (20 mL) at 0° C. with vigorous stirring. The resulting white slurry was stirred 10 minutes and became a white solid. Acetic acid (4.76 mL, 83 mmol) was added and the reaction was partitioned between diethyl ether and water. The layers were separated and ... Reactants: ClC1=CC=C(C=C1)NC(=NC#N)N[C@H]1[C@@H](C(OC2=C1C=C(C=C2)P(OC)(=O)C2=CC=CC=C2)(C)C)O ((3S-trans)-[4-[[[(4-Chlorophenyl)amino](cyanoimino)methyl]amino]-3,4-dihydro-3-hydroxy-2,2-dimethyl-2H-1-benzopyran-6-yl]phenylphosphinic acid, methyl ester), [Li+].[OH-] (LiOH), [Li+].[OH-] (LiOH). Solvent: CO (methanol). Conditions: time 18 hour. The product is ClC1=CC=C(C=C1)NC(=N[C@H]1[C@@H](C(OC2=C1C=C(C=C2)P(=O)(C2=CC=CC=C2)O)(C)C)O)NC#N ((3S-trans)-N-(4-Chlorophenyl)-N'-cyano-N"-[3,4-dihydro-3-hydroxy-6-(hydroxyphenylphosphinyl)-2,2-dimethyl-2H-1-benzopyran-4-yl]guanidine). Isolated yield 100.0%. Reaction SMILES: [Cl:1][C:2]1[CH:7]=[CH:6][C:5]([NH:8][C:9]([NH:13][C@@H:14]2[C:19]3[CH:20]=[C:21]([P:24]([C:28]4[CH:33]=[CH:32][CH:31]=[CH:30][CH:29]=4)(=[O:27])[O:25]C)[CH:22]=[CH:23][C:18]=3[O:17][C:16]([CH3:35])([CH3:34])[C@H:15]2[OH:36])=[N:10][C:11]#[N:12])=[CH:4][CH:3]=1.[Li+].[OH-]>CO>[Cl:1][C:2]1[CH:3]=[CH:4][C:5]([NH:8][C:9]([NH:10][C:11]#[N:12])=[N:13][C@@H:14]2[C:19]3[CH:20]=[C:21]([P:24]([OH:27])([C:28]4[CH:33]=[CH:32][CH:31]=[CH:30][CH:29]=4)=[O:25])[CH:22]=[CH:23][C:18]=3[O:17][C:16]([CH3:35])([CH3:34])[C@H:15]2[OH:36])=[CH:6][CH:7]=1 |f:1.2|. Reported procedure: To a solution of the title compound of Example 1 (152 mg, 0.29 mmol) in 1.5 mL of methanol was added 1.5 mL of 1M aq LiOH solution at room temperature. The reaction mixture was stirred for 18 hours (~1/2 complete by TLC) then an additional 1.5 mL of 1M aq LiOH solution was added. After 18 hours (complete by TLC) the reaction mixture was chromatographed (HP-20, 15×1.5 cm) eluting successively with 100 mL portions of water, 20% aq acetone and 40% aq acetone. The product containing fractions were c... Reactants: C(C)(C)(C)OC(=O)CON=C(C(=O)NC1[C@@H]2N(C(=C(CS2)Cl)C(=O)OCC2=CC=C(C=C2)[N+](=O)[O-])C1=O)C1=NSC=N1 (p-Nitrobenzyl 7-[2-tert-butoxycarbonylmethoxyimino-2-(1,2,4-thiadiazol-3-yl)acetamido]-3-chloro-3-cephem-4-carboxylate). The reagents and catalysts are [Pd] (palladium on carbon). Run in CO (methanol), O1CCCC1 (tetrahydrofuran), C(C)(=O)O (acetic acid). Product: C(C)(C)(C)OC(=O)CON=C(C(=O)NC1[C@@H]2N(C(=C(CS2)Cl)C(=O)O)C1=O)C1=NSC=N1 (7-[2-tert-butoxycarbonylmethoxyimino-2-(1,2,4-thiadiazol-3-yl)acetamido]-3-chloro-3-cephem-4-carboxylic acid). Isolated yield 36.2%. RXN SMILES: [C:1]([O:5][C:6]([CH2:8][O:9][N:10]=[C:11]([C:38]1[N:42]=[CH:41][S:40][N:39]=1)[C:12]([NH:14][CH:15]1[C:36](=[O:37])[N:17]2[C:18]([C:23]([O:25]CC3C=CC([N+]([O-])=O)=CC=3)=[O:24])=[C:19]([Cl:22])[CH2:20][S:21][C@H:16]12)=[O:13])=[O:7])([CH3:4])([CH3:3])[CH3:2]>CO.O1CCCC1.C(O)(=O)C.[Pd]>[C:1]([O:5][C:6]([CH2:8][O:9][N:10]=[C:11]([C:38]1[N:42]=[CH:41][S:40][N:39]=1)[C:12]([NH:14][CH:15]1[C:36](=[O:37])[N:17]2[C:18]([C:23]([OH:25])=[O:24])=[C:19]([Cl:22])[CH2:20][S:21][C@H:16]12)=[O:13])=[O:7])([CH3:4])([CH3:2])[CH3:3]. Procedure details: p-Nitrobenzyl 7-[2-tert-butoxycarbonylmethoxyimino-2-(1,2,4-thiadiazol-3-yl)acetamido]-3-chloro-3-cephem-4-carboxylate (syn isomer) (4.9 g) dissolved in a mixed solvent of methanol (30 ml), tetrahydrofuran (30 ml) and acetic acid (1 ml). After adding 10% palladium on carbon (2.5 g) thereto, the mixture was subjected to catalytic reduction at ambient temperature under atmospheric pressure. The catalyst was removed by filtration, and the filtrate was concentrated under reduced pressure. To the res... Product: C(#N)C1=CC=C(C=C1)C1=NN(C=C1B(O)O)C(C1=CC=CC=C1)(C1=CC=CC=C1)C1=CC=CC=C1 (3-(4-Cyanophenyl)-1-trityl-1H-4-pyrazolylboronic acid). Solvent: O1CCCC1 (tetrahydrofuran). Reactants: [Cl-].[NH4+] (ammonium chloride), C(C)(C)[Mg]Br (isopropyl magnesium bromide), IC=1C(=NN(C1)C(C1=CC=CC=C1)(C1=CC=CC=C1)C1=CC=CC=C1)C1=CC=C(C#N)C=C1 (4-(4-iodo-1-trityl-1H-3-pyrazolyl)benzonitrile), B(OC(C)C)(OC(C)C)OC(C)C (triisopropyl borate). Procedure: 17.2 mL of 0.75 M isopropyl magnesium bromide was added dropwise at −40° C. into a solution of 6 g 4-(4-iodo-1-trityl-1H-3-pyrazolyl)benzonitrile in tetrahydrofuran, and the mixture was stirred for 30 minutes. Subsequently, 3.3 mL triisopropyl borate was added dropwise thereto at −40° C. ad stirred at −10° C. for 2 hours. The temperature of the reaction mixture was raised to room temperature, 20 mL saturated ammonium chloride solution was added thereto, and the mixture was stirred for 30 minutes... Run at time 30 minute. As a reaction SMILES: C([Mg]Br)(C)C.I[C:7]1[C:8]([C:31]2[CH:38]=[CH:37][C:34]([C:35]#[N:36])=[CH:33][CH:32]=2)=[N:9][N:10]([C:12]([C:25]2[CH:30]=[CH:29][CH:28]=[CH:27][CH:26]=2)([C:19]2[CH:24]=[CH:23][CH:22]=[CH:21][CH:20]=2)[C:13]2[CH:18]=[CH:17][CH:16]=[CH:15][CH:14]=2)[CH:11]=1.[B:39](OC(C)C)([O:44]C(C)C)[O:40]C(C)C.[Cl-].[NH4+]>O1CCCC1>[C:35]([C:34]1[CH:33]=[CH:32][C:31]([C:8]2[C:7]([B:39]([OH:44])[OH:40])=[CH:11][N:10]([C:12]([C:25]3[CH:30]=[CH:29][CH:28]=[CH:27][CH:26]=3)([C:13]3[CH:14]=[CH:15][CH:16]=[CH:17][CH:18]=3)[C:19]3[CH:24]=[CH:23][CH:22]=[CH:21][CH:20]=3)[N:9]=2)=[CH:38][CH:37]=1)#[N:36] |f:3.4|.